From a dataset of the Open Reaction Database (ORD), a public repository of structured organic reaction records. describe an organic reaction: reactants, conditions, products, and yield Reactants: ClC=1N=C(C2=C(N1)SC=C2C2=CC=CC=C2)NCC2=NC=CC=C2 (2-chloro-N-(2-pyridyl)methyl-5-phenylthieno[2,3-d]pyrimidin-4-ylamine), C1(CC1)CN (cyclopropylmethylamine). Solvent: O (water). Run at time 40 minute. The product is C1(CC1)CNC=1N=C(C2=C(N1)SC=C2C2=CC=CC=C2)NCC2=NC=CC=C2 (N2-Cyclopropylmethyl-5-phenyl-N4-pyridin-2-ylmethyl-thieno[2,3-d]pyrimidine-2,4-diamine). As a reaction SMILES: Cl[C:2]1[N:3]=[C:4]([NH:17][CH2:18][C:19]2[CH:24]=[CH:23][CH:22]=[CH:21][N:20]=2)[C:5]2[C:10]([C:11]3[CH:16]=[CH:15][CH:14]=[CH:13][CH:12]=3)=[CH:9][S:8][C:6]=2[N:7]=1.[CH:25]1([CH2:28][NH2:29])[CH2:27][CH2:26]1>O>[CH:25]1([CH2:28][NH:29][C:2]2[N:3]=[C:4]([NH:17][CH2:18][C:19]3[CH:24]=[CH:23][CH:22]=[CH:21][N:20]=3)[C:5]3[C:10]([C:11]4[CH:16]=[CH:15][CH:14]=[CH:13][CH:12]=4)=[CH:9][S:8][C:6]=3[N:7]=2)[CH2:27][CH2:26]1. Procedure: In a 10 ml glass tube were placed 2-chloro-N-(2-pyridyl)methyl-5-phenylthieno[2,3-d]pyrimidin-4-ylamine (0.03 g, 0.0852 mmol) and cyclopropylmethylamine (0.5 ml). The vessel was sealed with a septum and placed in the microwave cavity. Microwave irradiation of 200 W was used, the temperature being ramped from room temperature to 200° C. Once 200° C. was reached, the reaction mixture was held at this temperature for 40 minutes. After cooling to ambient temperature, water (4 ml) was added and the m... Reactants: O=C1CCC(=O)N1Br, CC(C)(C)[O-], CS(C)=O, C=Cc1ccc2ccc3ncc(Cl)cc3c(=O)c2c1, [K+], O. Yields the product O=c1c2cc(C3CO3)ccc2ccc2ncc(Cl)cc12. RXN SMILES: [Br:20][N:21]1[C:22](=[O:24])[CH2:25][CH2:26][C:27]1=[O:23].[CH3:28][C:29]([CH3:30])([O-:31])[CH3:32].[CH3:34][S:35]([CH3:36])=[O:37].[Cl:1][c:2]1[cH:3][c:4]2[c:5]([n:6][cH:7]1)[cH:8][cH:9][c:10]1[c:11]([c:12]2=[O:13])[cH:14][c:15]([CH:18]=[CH2:19])[cH:16][cH:17]1.[K+:33].[OH2:38]>>[Cl:1][c:2]1[cH:3][c:4]2[c:5]([n:6][cH:7]1)[cH:8][cH:9][c:10]1[c:11]([c:12]2=[O:13])[cH:14][c:15]([CH:18]2[CH2:19][O:23]2)[cH:16][cH:17]1. Starting materials: C([O-])(O)=O.[Na+] (sodium bicarbonate), O=C1C[C@H](CC1)C(=O)NC1=C(CC2(CC2)CC1)C(=O)OCC ((S)-ethyl 6-(3-oxocyclopentanecarboxamido)spiro[2.5]oct-5-ene-5-carboxylate), FC1=CC=C(C=C1)N1CCNCC1 (1-(4-fluorophenyl)piperazine), C(C)(=O)O (acetic acid), C(C)(=O)O[BH-](OC(C)=O)OC(C)=O.[Na+] (sodium triacetoxy borohydride). Solvent: ClCCCl (1,2-dichloroethane). Reaction conditions: time 24 hour. The product is FC1=CC=C(C=C1)N1CCN(CC1)[C@H]1C[C@H](CC1)C(=O)NC1=C(CC2(CC2)CC1)C(=O)OCC (ethyl 6-((1S,3R)-3-(4-(4-fluorophenyl)piperazin-1-yl)cyclopentanecarboxamido)spiro[2.5]oct-5-ene-5-carboxylate). The yield is 85.9%. Reaction SMILES: O=[C:2]1[CH2:6][CH2:5][C@H:4]([C:7]([NH:9][C:10]2[CH2:17][CH2:16][C:13]3([CH2:15][CH2:14]3)[CH2:12][C:11]=2[C:18]([O:20][CH2:21][CH3:22])=[O:19])=[O:8])[CH2:3]1.[F:23][C:24]1[CH:29]=[CH:28][C:27]([N:30]2[CH2:35][CH2:34][NH:33][CH2:32][CH2:31]2)=[CH:26][CH:25]=1.C(O)(=O)C.C(O[BH-](OC(=O)C)OC(=O)C)(=O)C.[Na+].C(=O)(O)[O-].[Na+]>ClCCCl>[F:23][C:24]1[CH:25]=[CH:26][C:27]([N:30]2[CH2:35][CH2:34][N:33]([C@@H:2]3[CH2:6][CH2:5][C@H:4]([C:7]([NH:9][C:10]4[CH2:17][CH2:16][C:13]5([CH2:15][CH2:14]5)[CH2:12][C:11]=4[C:18]([O:20][CH2:21][CH3:22])=[O:19])=[O:8])[CH2:3]3)[CH2:32][CH2:31]2)=[CH:28][CH:29]=1 |f:3.4,5.6|. Reported procedure: To a solution of (S)-ethyl 6-(3-oxocyclopentanecarboxamido)spiro[2.5]oct-5-ene-5-carboxylate (0.7 g, 2.23 mmol) in 1,2-dichloroethane (10 ml) were added 1-(4-fluorophenyl)piperazine (0.43 g, 2.40 mmol), glacial acetic acid (0.14 g, 2.40 mmol) and sodium triacetoxy borohydride (0.7 g, 3.44 mmol). The mixture was stirred at RT for 24 h before removal of the solvent. The residue was treated with saturated sodium bicarbonate, extracted with ethyl acetate and washed with brine. The organic layer was ...